describe an organic reaction: reactants, conditions, products, and yield From a dataset of the Open Reaction Database (ORD), a public repository of structured organic reaction records. Reactants: CC=1C=C(C(=O)O)C=C(N1)CC(C)C (2-methyl-6-(2-methyl-propyl)-isonicotinic acid), CNOC (N,O-dimethylhydroxylamine), CCN(C(C)C)C(C)C (DIPEA), CN(C)C(=[N+](C)C)ON1C2=C(C=CC=C2)N=N1.[B-](F)(F)(F)F (TBTU). Solvent: C(Cl)Cl (DCM), C(Cl)Cl (DCM). Conditions: time 1 hour. Product: C(C(C)C)C=1C=C(C(=O)N(C)OC)C=C(N1)C (2-isobutyl-N-methoxy-6,N-dimethyl-isonicotinamide). The yield is 86.4%. RXN SMILES: [CH3:1][C:2]1[CH:3]=[C:4]([CH:8]=[C:9]([CH2:11][CH:12]([CH3:14])[CH3:13])[N:10]=1)[C:5](O)=[O:6].CCN(C(C)C)C(C)C.CN([C:27]([O:31][N:32]1N=NC2C=CC=C[C:33]1=2)=[N+](C)C)C.[B-](F)(F)(F)F.CNOC>C(Cl)Cl>[CH2:11]([C:9]1[CH:8]=[C:4]([CH:3]=[C:2]([CH3:1])[N:10]=1)[C:5]([N:32]([O:31][CH3:27])[CH3:33])=[O:6])[CH:12]([CH3:14])[CH3:13] |f:2.3|. Procedure: To a solution of 2-methyl-6-(2-methyl-propyl)-isonicotinic acid (3.80 g, 16.5 mmol) in DCM (50 mL), DIPEA (10.7 g, 82.7 mmol) followed by TBTU (6.37 g, 19.9 mmol) is added. The mixture is stirred at rt for 10 min before N,O-dimethylhydroxylamine (1.94 g, 19.9 mmol) is added. The mixture is stirred at rt for 1 h before it is diluted with DCM, washed with sat. aq. NaHCO3, followed by water, dried over MgSO4, filtered and concentrated. The crude product is purified by CC on silic gel eluting with h... The reactants are Cc1ccc(C(=O)Oc2cccc(CCCCCCBr)c2OC(=O)c2ccc(C)cc2)cc1, O=C([O-])[O-], CC(C)=O, [I-], [K+], [K+], [K+], CCCc1c(O)ccc(C(=O)OCc2ccccc2)c1O. Yields the product CCCc1c(OCCCCCCc2cccc(OC(=O)c3ccc(C)cc3)c2OC(=O)c2ccc(C)cc2)ccc(C(=O)OCc2ccccc2)c1O. As a reaction SMILES: [Br:1][CH2:2][CH2:3][CH2:4][CH2:5][CH2:6][CH2:7][c:8]1[c:9]([O:24][C:25]([c:26]2[cH:27][cH:28][c:29]([CH3:32])[cH:30][cH:31]2)=[O:33])[c:10]([O:14][C:15]([c:16]2[cH:17][cH:18][c:19]([CH3:22])[cH:20][cH:21]2)=[O:23])[cH:11][cH:12][cH:13]1.[C:57](=[O:58])([O-:59])[O-:60].[CH3:63][C:64](=[O:65])[CH3:66].[I-:56].[K+:55].[K+:61].[K+:62].[c:34]1([CH2:40][O:41][C:42]([c:43]2[c:44]([OH:53])[c:45]([CH2:50][CH2:51][CH3:52])[c:46]([OH:49])[cH:47][cH:48]2)=[O:54])[cH:35][cH:36][cH:37][cH:38][cH:39]1>>[CH2:2]([CH2:3][CH2:4][CH2:5][CH2:6][CH2:7][c:8]1[c:9]([O:24][C:25]([c:26]2[cH:27][cH:28][c:29]([CH3:32])[cH:30][cH:31]2)=[O:33])[c:10]([O:14][C:15]([c:16]2[cH:17][cH:18][c:19]([CH3:22])[cH:20][cH:21]2)=[O:23])[cH:11][cH:12][cH:13]1)[O:49][c:46]1[c:45]([CH2:50][CH2:51][CH3:52])[c:44]([OH:53])[c:43]([C:42]([O:41][CH2:40][c:34]2[cH:35][cH:36][cH:37][cH:38][cH:39]2)=[O:54])[cH:48][cH:47]1.